From a dataset of the Open Reaction Database (ORD), a public repository of structured organic reaction records. describe an organic reaction: reactants, conditions, products, and yield Reactants: N1=CC=CC=C1 (pyridine), C(#C)C1(CCCC1)O[Si](CC)(CC)CC (1-Ethinyl-1-triethylsilanyloxy-cyclopentane), [H][H] (hydrogen). Reagents/catalysts: [Pd].CC(=O)[O-].CC(=O)[O-].[Pb+2] (Lindlar catalyst). Run in CCCCCC (hexane), CCCCCC (hexane). Product: C(=C)C1(CCCC1)O[Si](CC)(CC)CC (1-Vinyl-1-triethylsilanyloxy-cyclopentane). Reaction SMILES: N1C=CC=CC=1.[C:7]([C:9]1([O:14][Si:15]([CH2:20][CH3:21])([CH2:18][CH3:19])[CH2:16][CH3:17])[CH2:13][CH2:12][CH2:11][CH2:10]1)#[CH:8].[H][H]>[Pd].CC([O-])=O.CC([O-])=O.[Pb+2].CCCCCC>[CH:7]([C:9]1([O:14][Si:15]([CH2:18][CH3:19])([CH2:16][CH3:17])[CH2:20][CH3:21])[CH2:13][CH2:12][CH2:11][CH2:10]1)=[CH2:8] |f:3.4.5.6|. Procedure: Lindlar catalyst (250 mg) was prehydrogenated in hexane (40 ml) and pyridine (0.25 ml) for 30 min.; after addition of 1-Ethinyl-1-triethylsilanyloxy-cyclopentane (11.22 g; 50.0 mmole) dissolved in hexane (80 ml) hydrogenation was continued at ambient temperature and normal pressure until the uptake of hydrogen ceased; the catalyst was removed by filtration through a plug of neutral alumina (act. 3); after removal of the solvent under reduced pressure the crude product was purified by distillatio... Starting materials: O=C([O-])C(O)C(O)C(=O)[O-], CCOC(=O)C1CCN(C(=O)OCc2ccccc2)CC1, CC(C)C[Al+]CC(C)C, ClCCl, [H-], [Na+], [Na+]. The product is O=CC1CCN(C(=O)OCc2ccccc2)CC1. As a reaction SMILES: [C:32]([O-:33])(=[O:34])[CH:35]([CH:36]([C:37]([O-:38])=[O:39])[OH:40])[OH:41].[CH2:11]([c:12]1[cH:13][cH:14][cH:15][cH:16][cH:17]1)[O:18][C:19](=[O:20])[N:21]1[CH2:22][CH2:23][CH:24]([C:27](=[O:28])[O:29][CH2:30][CH3:31])[CH2:25][CH2:26]1.[CH2:2]([Al+:3][CH2:4][CH:5]([CH3:6])[CH3:7])[CH:8]([CH3:9])[CH3:10].[Cl:44][CH2:45][Cl:46].[H-:1].[Na+:42].[Na+:43]>>[CH2:11]([c:12]1[cH:13][cH:14][cH:15][cH:16][cH:17]1)[O:18][C:19](=[O:20])[N:21]1[CH2:22][CH2:23][CH:24]([CH:27]=[O:28])[CH2:25][CH2:26]1. The reactants are COC1C(C)COC(CO[Si](C)(C)C(C)(C)C)C1O[Si](C)(C)C(C)(C)C, C1CCOC1, O, O=C(O)C(F)(F)F. The product is COC1C(C)COC(CO)C1O[Si](C)(C)C(C)(C)C. As a reaction SMILES: [C:9]([CH3:10])([CH3:11])([CH3:12])[Si:13]([O:14][CH:15]1[CH:16]([CH2:24][O:25][Si:26]([C:27]([CH3:28])([CH3:29])[CH3:30])([CH3:31])[CH3:32])[O:17][CH2:18][CH:19]([CH3:23])[CH:20]1[O:21][CH3:22])([CH3:33])[CH3:34].[CH2:35]1[O:36][CH2:37][CH2:38][CH2:39]1.[OH2:8].[OH:1][C:2]([C:3]([F:4])([F:5])[F:6])=[O:7]>>[C:9]([CH3:10])([CH3:11])([CH3:12])[Si:13]([O:14][CH:15]1[CH:16]([CH2:24][OH:25])[O:17][CH2:18][CH:19]([CH3:23])[CH:20]1[O:21][CH3:22])([CH3:33])[CH3:34]. Starting materials: NC1=CC=C(C=C1)C1=NC=C(C(=N1)O)C(=O)O (2-[4-aminophenyl)-4-hydroxy-5-pyrimidine carboxylic acid), 7.7, C(C)(=O)NC(CC(C)C)C(=O)O (N-acetyl-DL-leucine), ClC(=O)OCC(C)C (isobutyl chloroformate). The solvent is CN(C=O)C (dimethylformamide), C(C)N(CC)CC (triethylamine), ClCCl (dichloromethane), C(C)N(CC)CC (triethylamine). Conditions: temperature -10 celsius, time 0.5 hour. Yields the product C(C)(=O)NC(CC(C)C)C(=O)NC1=CC=C(C=C1)C1=NC=C(C(=N1)O)C(=O)O (2-[4-(N-acetyl-DL-leucylamino)phenyl]-4-hydroxy-5-pyrimidine carboxylic acid). The yield is 71.4%. RXN SMILES: [C:1]([NH:4][CH:5]([C:10]([OH:12])=O)[CH2:6][CH:7]([CH3:9])[CH3:8])(=[O:3])[CH3:2].ClC(OCC(C)C)=O.[NH2:21][C:22]1[CH:27]=[CH:26][C:25]([C:28]2[N:33]=[C:32]([OH:34])[C:31]([C:35]([OH:37])=[O:36])=[CH:30][N:29]=2)=[CH:24][CH:23]=1>CN(C)C=O.C(N(CC)CC)C.ClCCl>[C:1]([NH:4][CH:5]([C:10]([NH:21][C:22]1[CH:23]=[CH:24][C:25]([C:28]2[N:33]=[C:32]([OH:34])[C:31]([C:35]([OH:37])=[O:36])=[CH:30][N:29]=2)=[CH:26][CH:27]=1)=[O:12])[CH2:6][CH:7]([CH3:8])[CH3:9])(=[O:3])[CH3:2]. Procedure: A solution of 13.0 g (75 mmol) of N-acetyl-DL-leucine, 10.5 ml (75 mmol) of triethylamine, and 150 ml of dichloromethane is stirred at -10° and 9.75 ml (75 mmol) of isobutyl chloroformate is added. The reaction mixture is stirred for 1/2 hour at -10° C. and a cold solution of 11.6 g (50 mmol) of 2-[4-aminophenyl)-4-hydroxy-5-pyrimidine carboxylic acid and 7.7 (55 mmol) of triethylamine in 200 ml of dimethylformamide is added. The mixture is stirred at 5° C. for 3 hrs and overnight at room temper...